This data is from the Open Reaction Database (ORD), a public repository of structured organic reaction records. The task is: describe an organic reaction: reactants, conditions, products, and yield The reactants are O (water), [H-].[Na+] (Sodium hydride), ClC=1C=C(CN2C(C3(C4=CC=CC=C24)C(NC(C3)=O)=O)=O)C=CC1Cl (1'-(3,4-dichlorobenzyl)-spiro[pyrrolidine-3,3'-indoline]-2,2',5-trione), C(C(C)(C)C)(=O)OCCl (chloromethyl pivaloate). Solvent: CN(C=O)C (N,N-dimethylformamide). Reaction conditions: time 30 minute. Product: ClC=1C=C(CN2C(C3(C4=CC=CC=C24)C(N(C(C3)=O)COC(C(C)(C)C)=O)=O)=O)C=CC1Cl (1'-(3,4-dichlorobenzyl)-1-pivaloyloxymethyl-spiro[pyrrolidine-3,3'-indoline]-2,2',5-trione). As a reaction SMILES: [H-].[Na+].[Cl:3][C:4]1[CH:5]=[C:6]([CH:24]=[CH:25][C:26]=1[Cl:27])[CH2:7][N:8]1[C:16]2[C:11](=[CH:12][CH:13]=[CH:14][CH:15]=2)[C:10]2([CH2:20][C:19](=[O:21])[NH:18][C:17]2=[O:22])[C:9]1=[O:23].[C:28]([O:34][CH2:35]Cl)(=[O:33])[C:29]([CH3:32])([CH3:31])[CH3:30].O>CN(C)C=O>[Cl:3][C:4]1[CH:5]=[C:6]([CH:24]=[CH:25][C:26]=1[Cl:27])[CH2:7][N:8]1[C:16]2[C:11](=[CH:12][CH:13]=[CH:14][CH:15]=2)[C:10]2([CH2:20][C:19](=[O:21])[N:18]([CH2:35][O:34][C:28](=[O:33])[C:29]([CH3:32])([CH3:31])[CH3:30])[C:17]2=[O:22])[C:9]1=[O:23] |f:0.1|. Procedure: Sodium hydride (0.192 g., 50% w/w oil dispersion) was added to a stirred solution of 1'-(3,4-dichlorobenzyl)-spiro[pyrrolidine-3,3'-indoline]-2,2',5-trione (1.5 g.) in dry N,N-dimethylformamide (DMF) (20 ml.) under a nitrogen atmosphere. The solution was stirred for 30 minutes and then chloromethyl pivaloate (0.60 g.) was added. The mixture was stirred for 20 hours and then poured into water (30 ml.) The mixture obtained was extracted with ethyl acetate (2×40 ml.). The combined extracts were was...